Task: describe an organic reaction: reactants, conditions, products, and yield. Dataset: the Open Reaction Database (ORD), a public repository of structured organic reaction records Reactants: ( a ), [O-]P(=O)([O-])[O-].[O-]P(=O)([O-])[O-].[O-]P(=O)([O-])[O-].[F-].[Ca+2].[Ca+2].[Ca+2].[Ca+2].[Ca+2] (phosphate rock), P(O)(O)(O)=O (phosphoric acid). Run in O (water). Product: O=P12OP3(=O)OP(=O)(O1)OP(=O)(O2)O3 (P2O5). As a reaction SMILES: [O-:1][P:2]([O-:5])([O-:4])=[O:3].[O-][P:7]([O-:10])([O-:9])=[O:8].[O-][P:12]([O-:15])([O-])=[O:13].[F-].[Ca+2].[Ca+2].[Ca+2].[Ca+2].[Ca+2].[P:22](=O)(O)(O)[OH:23]>O>[O:3]=[P:2]12[O:5][P:7]3([O:10][P:12]([O:15][P:22]([O:9]3)([O:4]1)=[O:23])(=[O:13])[O:1]2)=[O:8] |f:0.1.2.3.4.5.6.7.8|. Reported procedure: The above objects are provided by a continuous slurry process for the production of granulated fertilizers comprising the steps of (a) continuously introducing into a pre-reactor comminuted phosphate rock, phosphoric acid in an amount sufficient to provide a ratio of P2O5 to CaO of 0.7 to 1.0 and water in an amount sufficient to dilute the phosphoric acid to not less than 38%, (b) heating the mixture with continuous agitation, while (c) continuously transferring the mixture to a digester, (d) he... Reactants: [BH4-], CO, CCOC(=O)C1CC1C=O, [Na+]. Product: CCOC(=O)C1CC1CO. RXN SMILES: [BH4-:11].[CH3:13][OH:14].[CH:1](=[O:2])[CH:3]1[CH:4]([C:6](=[O:7])[O:8][CH2:9][CH3:10])[CH2:5]1.[Na+:12]>>[CH2:1]([OH:2])[CH:3]1[CH:4]([C:6](=[O:7])[O:8][CH2:9][CH3:10])[CH2:5]1. Reactants: COc1ccccc1Br, [Na+], [Na+], O=C([O-])[O-], OB(O)c1ccc(F)cc1, c1ccc(P(c2ccccc2)(c2ccccc2)[Pd](P(c2ccccc2)(c2ccccc2)c2ccccc2)(P(c2ccccc2)(c2ccccc2)c2ccccc2)P(c2ccccc2)(c2ccccc2)c2ccccc2)cc1. Product: COc1ccccc1-c1ccc(F)cc1. As a reaction SMILES: [Br:1][c:2]1[c:3]([O:8][CH3:9])[cH:4][cH:5][cH:6][cH:7]1.[Na+:20].[Na+:21].[O-:22][C:23](=[O:24])[O-:25].[OH:10][B:11]([OH:12])[c:13]1[cH:14][cH:15][c:16]([F:17])[cH:18][cH:19]1.[cH:26]1[cH:27][cH:28][c:29]([P:30]([Pd:31]([P:32]([c:33]2[cH:34][cH:35][cH:36][cH:37][cH:38]2)([c:39]2[cH:40][cH:41][cH:42][cH:43][cH:44]2)[c:45]2[cH:46][cH:47][cH:48][cH:49][cH:50]2)([P:51]([c:52]2[cH:53][cH:54][cH:55][cH:56][cH:57]2)([c:58]2[cH:59][cH:60][cH:61][cH:62][cH:63]2)[c:64]2[cH:65][cH:66][cH:67][cH:68][cH:69]2)[P:70]([c:71]2[cH:72][cH:73][cH:74][cH:75][cH:76]2)([c:77]2[cH:78][cH:79][cH:80][cH:81][cH:82]2)[c:83]2[cH:84][cH:85][cH:86][cH:87][cH:88]2)([c:89]2[cH:90][cH:91][cH:92][cH:93][cH:94]2)[c:95]2[cH:96][cH:97][cH:98][cH:99][cH:100]2)[cH:101][cH:102]1>>[c:2]1(-[c:13]2[cH:14][cH:15][c:16]([F:17])[cH:18][cH:19]2)[c:3]([O:8][CH3:9])[cH:4][cH:5][cH:6][cH:7]1. The reactants are Cc1oc(-c2ccccc2)nc1CCOc1ccc(CO)cc1, ClC(Cl)Cl, O=S(Cl)Cl. The product is Cc1oc(-c2ccccc2)nc1CCOc1ccc(CCl)cc1. As a reaction SMILES: [CH3:1][c:2]1[c:3]([CH2:13][CH2:14][O:15][c:16]2[cH:17][cH:18][c:19]([CH2:20][OH:21])[cH:22][cH:23]2)[n:4][c:5](-[c:7]2[cH:8][cH:9][cH:10][cH:11][cH:12]2)[o:6]1.[CH:28]([Cl:29])([Cl:30])[Cl:31].[S:24]([Cl:25])([Cl:26])=[O:27]>>[CH3:1][c:2]1[c:3]([CH2:13][CH2:14][O:15][c:16]2[cH:17][cH:18][c:19]([CH2:20][Cl:26])[cH:22][cH:23]2)[n:4][c:5](-[c:7]2[cH:8][cH:9][cH:10][cH:11][cH:12]2)[o:6]1. The reactants are Oc1ccc(C2CSc3ccccc3O2)cc1, OCCCN1CCCC1. Product: c1ccc2c(c1)OC(c1ccc(OCCCN3CCCC3)cc1)CS2. Reaction SMILES: [O:1]1[CH:2]([c:11]2[cH:12][cH:13][c:14]([OH:17])[cH:15][cH:16]2)[CH2:3][S:4][c:5]2[c:6]1[cH:7][cH:8][cH:9][cH:10]2.[OH:18][CH2:19][CH2:20][CH2:21][N:22]1[CH2:23][CH2:24][CH2:25][CH2:26]1>>[O:1]1[CH:2]([c:11]2[cH:12][cH:13][c:14]([O:17][CH2:19][CH2:20][CH2:21][N:22]3[CH2:23][CH2:24][CH2:25][CH2:26]3)[cH:15][cH:16]2)[CH2:3][S:4][c:5]2[c:6]1[cH:7][cH:8][cH:9][cH:10]2. The reactants are CCOC(=O)CC(=O)Cl, O=C(OCc1ccccc1)N1CCCN1, ClCCl, [Na+], [OH-]. Yields the product CCOC(=O)CC(=O)N1CCCN1C(=O)OCc1ccccc1. Reaction SMILES: [CH2:18]([CH3:19])[O:20][C:21]([CH2:22][C:23](=[O:24])[Cl:25])=[O:26].[CH2:3]([c:4]1[cH:5][cH:6][cH:7][cH:8][cH:9]1)[O:10][C:11](=[O:12])[N:13]1[NH:14][CH2:15][CH2:16][CH2:17]1.[Cl:27][CH2:28][Cl:29].[Na+:2].[OH-:1]>>[CH2:3]([c:4]1[cH:5][cH:6][cH:7][cH:8][cH:9]1)[O:10][C:11](=[O:12])[N:13]1[N:14]([C:23]([CH2:22][C:21]([O:20][CH2:18][CH3:19])=[O:26])=[O:24])[CH2:15][CH2:16][CH2:17]1. Reactants: Fc1cc(CBr)ccn1, O=C([O-])c1ccccc1, [Na+], CN(C)C=O. Yields the product O=C(OCc1ccnc(F)c1)c1ccccc1. As a reaction SMILES: [Br:1][CH2:2][c:3]1[cH:4][c:5]([F:9])[n:6][cH:7][cH:8]1.[C:10]([c:11]1[cH:12][cH:13][cH:14][cH:15][cH:16]1)(=[O:17])[O-:18].[Na+:19].[O:20]=[CH:21][N:22]([CH3:23])[CH3:24]>>[CH2:2]([c:3]1[cH:4][c:5]([F:9])[n:6][cH:7][cH:8]1)[O:18][C:10]([c:11]1[cH:12][cH:13][cH:14][cH:15][cH:16]1)=[O:17].